From a dataset of the Open Reaction Database (ORD), a public repository of structured organic reaction records. describe an organic reaction: reactants, conditions, products, and yield The reactants are ClC1=CC(=C(C#N)C=C1)OC1=C(C(=CC=C1)C=O)OCC (4-Chloro-2-(2-ethoxy-3-formylphenoxy)benzonitrile), CN (methylamine), C(#N)[BH3-].[Na+] (sodium cyanoborohydride), C(\C=C\C(=O)O)(=O)O (Fumaric acid). Run in C(C)(=O)O.CO (acetic acid methanol), C(C)(=O)OCC (ethyl acetate). Product: C(\C=C\C(=O)O)(=O)O.ClC1=CC(=C(C#N)C=C1)OC1=C(C(=CC=C1)CNC)OCC (4-chloro-2-[2-ethoxy-3-(methylaminomethyl)phenoxy]benzonitrile fumarate). Yield: 67.6%. RXN SMILES: [Cl:1][C:2]1[CH:9]=[CH:8][C:5]([C:6]#[N:7])=[C:4]([O:10][C:11]2[CH:16]=[CH:15][CH:14]=[C:13]([CH:17]=O)[C:12]=2[O:19][CH2:20][CH3:21])[CH:3]=1.CN.[C:24]([BH3-])#[N:25].[Na+].[C:28]([OH:35])(=[O:34])/[CH:29]=[CH:30]/[C:31]([OH:33])=[O:32]>C(OCC)(=O)C.C(O)(=O)C.CO>[C:28]([OH:35])(=[O:34])/[CH:29]=[CH:30]/[C:31]([OH:33])=[O:32].[Cl:1][C:2]1[CH:9]=[CH:8][C:5]([C:6]#[N:7])=[C:4]([O:10][C:11]2[CH:16]=[CH:15][CH:14]=[C:13]([CH2:17][NH:25][CH3:24])[C:12]=2[O:19][CH2:20][CH3:21])[CH:3]=1 |f:2.3,6.7,8.9|. Procedure: 4-Chloro-2-(2-ethoxy-3-formylphenoxy)benzonitrile (0.55 g, 1.8 mmol), methylamine (2M in methanol, 3.0 mL, 6.0 mmol) and sodium cyanoborohydride (0.13 g, 2.1 mmol) were stirred at ambient temperature in a 1% acetic acid/methanol solution (55 mL) for 3 days. The solvent was removed in vacuo. The residue was treated with 10% sodium carbonate solution and extracted with ethyl acetate. Fumaric acid (0.21 g, 1.8 mmol) was added to the separated ethyl acetate layer and the solvent removed in vacuo. Th... Reactants: C(C)(C)(C)OC(=O)N(CC=1N=NN(C1)CC1=CC=C(C=C1)OC)CC1=CC=C(C=C1)B(O)O (4-({tert-butoxycarbonyl-[1-(4-methoxy-benzyl)-1H-[1,2,3]triazol-4-ylmethyl]-amino}-methyl)-phenylboronic acid), C(C)(C)(C)OC(=O)N(CC=1N(N=NC1)CC1=CC=C(C=C1)OC)CC1=CC=C(C=C1)B(O)O (4-({tert-butoxycarbonyl-[3-(4-methoxy-benzyl)-3H-[1,2,3]triazol-4-ylmethyl]-amino}-methyl)-phenylboronic acid), FC=1C=C(C=CC1I)N1C(OC(C1)CNC(C)=O)=O (N-[3-(3-fluoro-4-iodo-phenyl)-2-oxo-oxazolidin-5-ylmethyl]-acetamide), C(=O)([O-])[O-].[K+].[K+] (K2CO3). The reagents and catalysts are C=1C=CC(=CC1)[P](C=2C=CC=CC2)(C=3C=CC=CC3)[Pd]([P](C=4C=CC=CC4)(C=5C=CC=CC5)C=6C=CC=CC6)([P](C=7C=CC=CC7)(C=8C=CC=CC8)C=9C=CC=CC9)[P](C=1C=CC=CC1)(C=1C=CC=CC1)C=1C=CC=CC1 (Pd(PPh3)4). Run in C(C)(=O)OCC (ethyl acetate), O (H2O), C1(=CC=CC=C1)C (toluene), O (H2O), CCO (EtOH). Yields the product C(C)(C)(C)OC(N(CC=1N=NN(C1)CC1=CC=C(C=C1)OC)CC1=CC=C(C=C1)C1=C(C=C(C=C1)N1C(O[C@H](C1)CNC(C)=O)=O)F)=O ((5S)-{4′-[5-(acetylamino-methyl)-2-oxo-oxazolidin-3-yl]-2′-fluoro-biphenyl-4-ylmethyl}-[1-(4-methoxy-benzyl)-1H-[1,2,3]triazol-4-ylmethyl]-carbamic acid tert-butyl ester), C(C)(C)(C)OC(N(CC1=CN=NN1CC1=CC=C(C=C1)OC)CC1=CC=C(C=C1)C1=C(C=C(C=C1)N1C(O[C@H](C1)CNC(C)=O)=O)F)=O ((5S)-{4′-[5-(acetylamino-methyl)-2-oxo-oxazolidin-3-yl]-2′-fluoro-biphenyl-4-ylmethyl}-[1-(4-methoxy-benzyl)-1H-[1,2,3]triazol-5-ylmethyl]-carbamic acid tert-butyl ester). Reaction SMILES: [C:1]([O:5][C:6]([N:8]([CH2:24][C:25]1[CH:30]=[CH:29][C:28](B(O)O)=[CH:27][CH:26]=1)[CH2:9][C:10]1[N:11]=[N:12][N:13]([CH2:15][C:16]2[CH:21]=[CH:20][C:19]([O:22][CH3:23])=[CH:18][CH:17]=2)[CH:14]=1)=[O:7])([CH3:4])([CH3:3])[CH3:2].[C:34]([O:38][C:39]([N:41]([CH2:57][C:58]1[CH:63]=[CH:62][C:61](B(O)O)=[CH:60][CH:59]=1)[CH2:42][C:43]1[N:44]([CH2:48][C:49]2[CH:54]=[CH:53][C:52]([O:55][CH3:56])=[CH:51][CH:50]=2)[N:45]=[N:46][CH:47]=1)=[O:40])([CH3:37])([CH3:36])[CH3:35].[F:67][C:68]1[CH:69]=[C:70]([N:75]2[CH2:79][CH:78]([CH2:80][NH:81][C:82](=[O:84])[CH3:83])[O:77][C:76]2=[O:85])[CH:71]=[CH:72][C:73]=1I.C([O-])([O-])=O.[K+].[K+]>C1(C)C=CC=CC=1.C1C=CC([P]([Pd]([P](C2C=CC=CC=2)(C2C=CC=CC=2)C2C=CC=CC=2)([P](C2C=CC=CC=2)(C2C=CC=CC=2)C2C=CC=CC=2)[P](C2C=CC=CC=2)(C2C=CC=CC=2)C2C=CC=CC=2)(C2C=CC=CC=2)C2C=CC=CC=2)=CC=1.C(OCC)(=O)C.O.CCO>[C:1]([O:5][C:6](=[O:7])[N:8]([CH2:24][C:25]1[CH:30]=[CH:29][C:28]([C:73]2[CH:72]=[CH:71][C:70]([N:75]3[CH2:79][C@H:78]([CH2:80][NH:81][C:82](=[O:84])[CH3:83])[O:77][C:76]3=[O:85])=[CH:69][C:68]=2[F:67])=[CH:27][CH:26]=1)[CH2:9][C:10]1[N:11]=[N:12][N:13]([CH2:15][C:16]2[CH:21]=[CH:20][C:19]([O:22][CH3:23])=[CH:18][CH:17]=2)[CH:14]=1)([CH3:4])([CH3:3])[CH3:2].[C:34]([O:38][C:39](=[O:40])[N:41]([CH2:57][C:58]1[CH:63]=[CH:62][C:61]([C:73]2[CH:72]=[CH:71][C:70]([N:75]3[CH2:79][C@H:78]([CH2:80][NH:81][C:82](=[O:84])[CH3:83])[O:77][C:76]3=[O:85])=[CH:69][C:68]=2[F:67])=[CH:60][CH:59]=1)[CH2:42][C:43]1[N:44]([CH2:48][C:49]2[CH:54]=[CH:53][C:52]([O:55][CH3:56])=[CH:51][CH:50]=2)[N:45]=[N:46][CH:47]=1)([CH3:37])([CH3:36])[CH3:35] |f:3.4.5,^1:102,104,123,142|. Procedure details: A suspension of the crude regioisomeric mixture of 4-({tert-butoxycarbonyl-[1-(4-methoxy-benzyl)-1H-[1,2,3]triazol-4-ylmethyl]-amino}-methyl)-phenylboronic acid and 4-({tert-butoxycarbonyl-[3-(4-methoxy-benzyl)-3H-[1,2,3]triazol-4-ylmethyl]-amino}-methyl)-phenylboronic acid (1008 and 1009, 37.62 g, 83.23 mmol) and N-[3-(3-fluoro-4-iodo-phenyl)-2-oxo-oxazolidin-5-ylmethyl]-acetamide (1010, 28.32 g, 74.9 mmol, 0.90 equiv) in toluene (150 mL) was treated with powder K2CO3 (34.45 g, 249.7 mol, 3.0 e... Starting materials: CO, ClCCl, O=C(O)c1c(I)ccnc1O, O=S(Cl)Cl. Yields the product O=C(Cl)c1c(I)ccnc1O. As a reaction SMILES: [CH3:16][OH:17].[Cl:18][CH2:19][Cl:20].[OH:5][c:6]1[c:7]([C:8](=[O:9])[OH:10])[c:11]([I:15])[cH:12][cH:13][n:14]1.[S:1]([Cl:2])([Cl:3])=[O:4]>>[Cl:3][C:8]([c:7]1[c:6]([OH:5])[n:14][cH:13][cH:12][c:11]1[I:15])=[O:9]. Starting materials: C(C)(C)(C)OC(=O)N1[C@H](CCC1)COC=1C=NC=C(C1)C=1C=C2CCC(N(C2=CC1)C)=O ((R)-2-[5-(1-Methyl-2-oxo-1,2,3,4-tetrahydro-quinolin-6-yl)-pyridin-3-yloxymethyl]-pyrrolidine-1-carboxylic acid tert-butyl ester), Cl (hydrogen chloride). The solvent is CO (methanol). Product: Cl.CN1C(CCC2=CC(=CC=C12)C=1C=NC=C(C1)OC[C@@H]1NCCC1)=O (1-Methyl-6-[5-((R)-1-pyrrolidin-2-ylmethoxy)-pyridin-3-yl]-3,4-dihydro-1H-quinolin-2-one hydrochloride). Reaction SMILES: C(OC([N:8]1[CH2:12][CH2:11][CH2:10][C@@H:9]1[CH2:13][O:14][C:15]1[CH:16]=[N:17][CH:18]=[C:19]([C:21]2[CH:22]=[C:23]3[C:28](=[CH:29][CH:30]=2)[N:27]([CH3:31])[C:26](=[O:32])[CH2:25][CH2:24]3)[CH:20]=1)=O)(C)(C)C.[ClH:33]>CO>[ClH:33].[CH3:31][N:27]1[C:28]2[C:23](=[CH:22][C:21]([C:19]3[CH:18]=[N:17][CH:16]=[C:15]([O:14][CH2:13][C@H:9]4[CH2:10][CH2:11][CH2:12][NH:8]4)[CH:20]=3)=[CH:30][CH:29]=2)[CH2:24][CH2:25][C:26]1=[O:32] |f:3.4|. Procedure details: In analogy to the procedure described for the preparation of example 42, reaction of (R)-2-[5-(1-methyl-2-oxo-1,2,3,4-tetrahydro-quinolin-6-yl)-pyridin-3-yloxymethyl]-pyrrolidine-1-carboxylic acid tert-butyl ester (example 147) with hydrogen chloride (in dixoane) in methanol gave the title compound as a yellow solid. MS: 338.2 (M+H+). Yields the product CC(C)CC(C(=O)O)c1cc(Oc2cccc(C(C)C)c2)cc(-c2ccc(C(F)(F)F)cc2)c1. RXN SMILES: [CH2:36]1[O:37][CH2:38][CH2:39][CH2:40]1.[CH3:1][O:2][C:3]([CH:4]([CH2:5][CH:6]([CH3:7])[CH3:8])[c:9]1[cH:10][c:11](-[c:25]2[cH:26][cH:27][c:28]([C:31]([F:32])([F:33])[F:34])[cH:29][cH:30]2)[cH:12][c:13]([O:15][c:16]2[cH:17][c:18]([CH:22]([CH3:23])[CH3:24])[cH:19][cH:20][cH:21]2)[cH:14]1)=[O:35].[CH3:43][OH:44].[Li+:42].[OH-:41]>>[O:2]=[C:3]([CH:4]([CH2:5][CH:6]([CH3:7])[CH3:8])[c:9]1[cH:10][c:11](-[c:25]2[cH:26][cH:27][c:28]([C:31]([F:32])([F:33])[F:34])[cH:29][cH:30]2)[cH:12][c:13]([O:15][c:16]2[cH:17][c:18]([CH:22]([CH3:23])[CH3:24])[cH:19][cH:20][cH:21]2)[cH:14]1)[OH:35]. Reactants: C1CCOC1, COC(=O)C(CC(C)C)c1cc(Oc2cccc(C(C)C)c2)cc(-c2ccc(C(F)(F)F)cc2)c1, CO, [Li+], [OH-]. The reactants are CS(=O)c1nccc(-c2n[nH]c3nc(NC4CCC(NC(=O)OC(C)(C)C)CC4)ncc23)n1, NCc1cccc(F)c1. Product: CC(C)(C)OC(=O)NC1CCC(Nc2ncc3c(-c4ccnc(NCc5cccc(F)c5)n4)n[nH]c3n2)CC1. Reaction SMILES: [C:1]([CH3:2])([CH3:3])([CH3:4])[O:5][C:6]([NH:7][CH:8]1[CH2:9][CH2:10][CH:11]([NH:14][c:15]2[n:16][cH:17][c:18]3[c:19]([n:20]2)[nH:21][n:22][c:23]3-[c:24]2[n:25][c:26]([S:30]([CH3:31])=[O:32])[n:27][cH:28][cH:29]2)[CH2:12][CH2:13]1)=[O:33].[F:34][c:35]1[cH:36][c:37]([CH2:38][NH2:39])[cH:40][cH:41][cH:42]1>>[C:1]([CH3:2])([CH3:3])([CH3:4])[O:5][C:6]([NH:7][CH:8]1[CH2:9][CH2:10][CH:11]([NH:14][c:15]2[n:16][cH:17][c:18]3[c:19]([n:20]2)[nH:21][n:22][c:23]3-[c:24]2[n:25][c:26]([NH:39][CH2:38][c:37]3[cH:36][c:35]([F:34])[cH:42][cH:41][cH:40]3)[n:27][cH:28][cH:29]2)[CH2:12][CH2:13]1)=[O:33]. The reactants are CC(=O)O, O=C1CCC(=O)N1Cl, O=C1CCCc2sccc21. Yields the product O=C1CCCc2sc(Cl)cc21. Reaction SMILES: [CH3:19][C:20](=[O:21])[OH:22].[Cl:11][N:12]1[C:13](=[O:14])[CH2:15][CH2:16][C:17]1=[O:18].[s:1]1[c:2]2[c:3]([cH:4][cH:5]1)[C:6](=[O:10])[CH2:7][CH2:8][CH2:9]2>>[s:1]1[c:2]2[c:3]([cH:4][c:5]1[Cl:11])[C:6](=[O:10])[CH2:7][CH2:8][CH2:9]2. Reactants: C(C)OC(O[C@@H]1C=C[C@@H](C1)N1C2=NC(=NC(=C2N=C1)Cl)Cl)=O (Carbonic acid (1S,4R)-4-(2,6-dichloro-purin-9-yl)-cyclopent-2-enyl ester ethyl ester), N(C(=O)OC(C)(C)C)C(=O)OC(C)(C)C (di-t-butyl iminodicarboxylate), C1(=CC=CC=C1)P(C1=CC=CC=C1)C1=CC=CC=C1 (triphenylphosphine). Reagents/catalysts: C=1C=CC(=CC1)/C=C/C(=O)/C=C/C2=CC=CC=C2.C=1C=CC(=CC1)/C=C/C(=O)/C=C/C2=CC=CC=C2.C=1C=CC(=CC1)/C=C/C(=O)/C=C/C2=CC=CC=C2.[Pd].[Pd] (tris(dibenzylideneacetone)-dipalladium(0)). Conditions: time 3 hour. Yields the product C(=O)(OC(C)(C)C)N([C@@H]1C=C[C@@H](C1)N1C2=NC(=NC(=C2N=C1)Cl)Cl)C(=O)OC(C)(C)C (Di-Boc-[(1S,4R)-4-(2,6-dichloro-purin-9-yl)-cyclopent-2-enyl]-amine). Reaction SMILES: C(OC(=O)O[C@H:6]1[CH2:10][C@@H:9]([N:11]2[CH:19]=[N:18][C:17]3[C:12]2=[N:13][C:14]([Cl:21])=[N:15][C:16]=3[Cl:20])[CH:8]=[CH:7]1)C.[NH:23]([C:31]([O:33][C:34]([CH3:37])([CH3:36])[CH3:35])=[O:32])[C:24]([O:26][C:27]([CH3:30])([CH3:29])[CH3:28])=[O:25].C1(P(C2C=CC=CC=2)C2C=CC=CC=2)C=CC=CC=1>C1C=CC(/C=C/C(/C=C/C2C=CC=CC=2)=O)=CC=1.C1C=CC(/C=C/C(/C=C/C2C=CC=CC=2)=O)=CC=1.C1C=CC(/C=C/C(/C=C/C2C=CC=CC=2)=O)=CC=1.[Pd].[Pd]>[C:31]([N:23]([C:24]([O:26][C:27]([CH3:30])([CH3:29])[CH3:28])=[O:25])[C@H:6]1[CH2:10][C@@H:9]([N:11]2[CH:19]=[N:18][C:17]3[C:12]2=[N:13][C:14]([Cl:21])=[N:15][C:16]=3[Cl:20])[CH:8]=[CH:7]1)([O:33][C:34]([CH3:36])([CH3:37])[CH3:35])=[O:32] |f:3.4.5.6.7|. Reported procedure: Carbonic acid (1S,4R)-4-(2,6-dichloro-purin-9-yl)-cyclopent-2-enyl ester ethyl ester (2.5 g, 7.29 mmol), di-t-butyl iminodicarboxylate (1.74 g, 8.02 mmol), tris(dibenzylideneacetone)-dipalladium(0) (0.33 g, 0.36 mmol) and triphenylphosphine (0.29 g, 1.09 mmol) are placed ira an oven-dried flask under an atmosphere of argon. Dry deoxygenated THF (30 ml) is added and the reaction mixture is stirred at room temperature. The reaction is shown to be complete by LCMS after 3 hours. The solvent is remo... The reactants are three, solution, C(#N)C(=O)OCC (ethyl cyanoformate), Cl (hydrochloric acid), resultant solution, [N+](=O)([O-])C (nitromethane), [OH-].[K+] (potassium hydroxide), C(=O)[O-] (formate). Solvent: CS(=O)C (dimethylsulfoxide), CS(=O)C (dimethylsulfoxide). Yields the product [N+](=O)([O-])CC(=O)OCC (ethyl nitroacetate). Isolated yield 68.0%. Reaction SMILES: [N+:1]([CH3:4])([O-:3])=[O:2].[OH-].[K+].C([C:9]([O:11][CH2:12][CH3:13])=[O:10])#N.C([O-])=O.Cl>CS(C)=O>[N+:1]([CH2:4][C:9]([O:11][CH2:12][CH3:13])=[O:10])([O-:3])=[O:2] |f:1.2|. Procedure details: To a 100 ml three necked round bottom flask, equipped with a liquid addition funnel, a solid addition funnel and a condenser topped with a nitrogen inlet, was added 20 ml of dimethylsulfoxide and 1.08 g (0.0178 mole) nitromethane. 0.1 g (0.00178 mole) potassium hydroxide followed by 1 ml of a 20% solution of ethyl cyanoformate in (0.0021 mle) dimethylsulfoxide. The solution was stirred for a short period and the addition of each reactant (base and formate) was repeated nine times. The resultant ...